From a dataset of the Open Reaction Database (ORD), a public repository of structured organic reaction records. describe an organic reaction: reactants, conditions, products, and yield The reactants are CC1(C)C2CCC1(CS(=O)(=O)O)C(=O)C2, CCO, Cc1ccccc1, CN1CCN(C2CCN(C(=O)Nc3cc(Oc4ccc(N)cc4)ccn3)CC2)CC1, O=C(Cc1ccccc1)N=C=S. Yields the product CN1CCN(C2CCN(C(=O)Nc3cc(Oc4ccc(NC(=S)NC(=O)Cc5ccccc5)cc4)ccn3)CC2)CC1. RXN SMILES: [C:31]12([CH2:32][S:33]([OH:34])(=[O:35])=[O:36])[C:37]([CH3:38])([CH3:39])[CH:40]([CH2:41][CH2:42]1)[CH2:43][C:44]2=[O:45].[CH3:58][CH2:59][OH:60].[CH3:61][c:62]1[cH:63][cH:64][cH:65][cH:66][cH:67]1.[NH2:1][c:2]1[cH:3][cH:4][c:5]([O:6][c:7]2[cH:8][c:9]([NH:13][C:14](=[O:15])[N:16]3[CH2:17][CH2:18][CH:19]([N:22]4[CH2:23][CH2:24][N:25]([CH3:28])[CH2:26][CH2:27]4)[CH2:20][CH2:21]3)[n:10][cH:11][cH:12]2)[cH:29][cH:30]1.[c:46]1([CH2:52][C:53](=[O:54])[N:55]=[C:56]=[S:57])[cH:47][cH:48][cH:49][cH:50][cH:51]1>>[NH:1]([c:2]1[cH:3][cH:4][c:5]([O:6][c:7]2[cH:8][c:9]([NH:13][C:14](=[O:15])[N:16]3[CH2:17][CH2:18][CH:19]([N:22]4[CH2:23][CH2:24][N:25]([CH3:28])[CH2:26][CH2:27]4)[CH2:20][CH2:21]3)[n:10][cH:11][cH:12]2)[cH:29][cH:30]1)[C:56]([NH:55][C:53]([CH2:52][c:46]1[cH:47][cH:48][cH:49][cH:50][cH:51]1)=[O:54])=[S:57]. Starting materials: [N+](=O)([O-])C1=CC=C(CC2C(NCCNCCNCCNCCNC(CN2)=O)=O)C=C1 (3-(4-nitrobenzyl)-2,6-dioxo-1,4,7,10,13,16-hexaazacyclooctadecane), CO (Methanol). The solvent is O (water), C1CCOC1 (THF), C1CCOC1 (THF). Conditions: temperature 0 celsius. Yields the product [N+](=O)([O-])C1=CC=C(CC2NCCNCCNCCNCCNCCNC2)C=C1 (2-(4-nitrobenzyl)-1,4,7,10,13,16-hexaazacyclooctadecane). The yield is 55.0%. Reaction SMILES: [N+:1]([C:4]1[CH:30]=[CH:29][C:7]([CH2:8][CH:9]2[NH:26][CH2:25][C:24](=O)[NH:23][CH2:22][CH2:21][NH:20][CH2:19][CH2:18][NH:17][CH2:16][CH2:15][NH:14][CH2:13][CH2:12][NH:11][C:10]2=O)=[CH:6][CH:5]=1)([O-:3])=[O:2].CO>C1COCC1.O>[N+:1]([C:4]1[CH:30]=[CH:29][C:7]([CH2:8][CH:9]2[CH2:10][NH:11][CH2:12][CH2:13][NH:14][CH2:15][CH2:16][NH:17][CH2:18][CH2:19][NH:20][CH2:21][CH2:22][NH:23][CH2:24][CH2:25][NH:26]2)=[CH:6][CH:5]=1)([O-:3])=[O:2]. Procedure details: A solution of BH3 in THF (100 mmol) was added dropwise to a stirred suspension of 3-(4-nitrobenzyl)-2,6-dioxo-1,4,7,10,13,16-hexaazacyclooctadecane (4) (10 mmol) in THF (50 ml) at 0° C. under nitrogen atmosphere. The solution was heated at reflux for 36 hours. Methanol was added slowly to the solution at 0° C. after which the solvent was removed and the residue was dissolved in methanol (50 ml); the resulting mixture was cooled at 0° C. and gaseous HCl was bubbled through the solution and then t... The reactants are [Li+].[OH-] (LiOH), BrC1=C(N(C(=N1)C1=CC(=CC=C1)OC(F)(F)F)C)C(=O)N1CCC(CC1)N1[C@@H](CCC1)COC(C1=CC=CC=C1)=O (benzoic acid (S)-1-{1-[5-bromo-3-methyl-2-(3-trifluoromethoxy-phenyl)-3H-imidazole-4-carbonyl]-piperidin-4-yl}-pyrrolidin-2-ylmethyl ester), N1CCC(CC1)N1[C@@H](CCC1)COC(C1=CC=CC=C1)=O (benzoic acid (S)-1-piperidin-4-yl-pyrrolidin-2-ylmethyl ester), BrC1=C(N(C(=N1)C1=CC(=CC=C1)OC(F)(F)F)C)C(=O)O (5-bromo-3-methyl-2-(3-trifluoromethoxy-phenyl)-3H-imidazole-4-carboxylic acid), N1CCC(CC1)N1[C@@H](CCC1)COC(C1=CC=CC=C1)=O (benzoic acid (S)-1-piperidin-4-yl-pyrrolidin-2-ylmethyl ester), Cl (HCl). Run in C1CCOC1.CO (THF MeOH). Procedure: A solution of 0.15 g (0.24 mmol) of benzoic acid (S)-1-{1-[5-bromo-3-methyl-2-(3-trifluoromethoxy-phenyl)-3H-imidazole-4-carbonyl]-piperidin-4-yl}-pyrrolidin-2-ylmethyl ester [prepared in analogy to the procedure described for example 2 from 5-bromo-3-methyl-2-(3-trifluoromethoxy-phenyl)-3H-imidazole-4-carboxylic acid (example 72) and benzoic acid (S)-1-piperidin-4-yl-pyrrolidin-2-ylmethyl ester (intermediate 6C)] in 10 ml of THF/MeOH 1:1 was treated with 0.59 ml (0.59 mmol) of a LiOH solution (... Product: BrC1=C(N(C(=N1)C1=CC(=CC=C1)OC(F)(F)F)C)C(=O)N1CCC(CC1)N1[C@@H](CCC1)CO ([5-Bromo-3-methyl-2-(3-trifluoromethoxy-phenyl)-3H-imidazol-4-yl]-[4-((S)-2-hydroxymethyl-pyrrolidin-1-yl)-piperidin-1-yl]-methanone). Reaction conditions: time 20 hour. Reaction SMILES: [Br:1][C:2]1[N:6]=[C:5]([C:7]2[CH:12]=[CH:11][CH:10]=[C:9]([O:13][C:14]([F:17])([F:16])[F:15])[CH:8]=2)[N:4]([CH3:18])[C:3]=1[C:19]([N:21]1[CH2:26][CH2:25][CH:24]([N:27]2[CH2:31][CH2:30][CH2:29][C@H:28]2[CH2:32][O:33]C(=O)C2C=CC=CC=2)[CH2:23][CH2:22]1)=[O:20].BrC1N=C(C2C=CC=C(OC(F)(F)F)C=2)N(C)C=1C(O)=O.N1CCC(N2CCC[C@H]2COC(=O)C2C=CC=CC=2)CC1.[Li+].[OH-].Cl>C1COCC1.CO>[Br:1][C:2]1[N:6]=[C:5]([C:7]2[CH:12]=[CH:11][CH:10]=[C:9]([O:13][C:14]([F:17])([F:16])[F:15])[CH:8]=2)[N:4]([CH3:18])[C:3]=1[C:19]([N:21]1[CH2:22][CH2:23][CH:24]([N:27]2[CH2:31][CH2:30][CH2:29][C@H:28]2[CH2:32][OH:33])[CH2:25][CH2:26]1)=[O:20] |f:3.4,6.7|. Starting materials: stainless steel, COC(C1=CC(=C(C(=C1)[N+](=O)[O-])OS(=O)(=O)C(F)(F)F)OC)OC (3-Methoxy-5-nitro-4-trifluoromethanesulfonyloxy benzaldehyde dimethyl acetal), C(C)(=O)[O-] (acetate), CC#N (CH3CN), teflon, proton sponge formate. The reagents and catalysts are C1(=CC=CC=C1)P([C-]1C=CC=C1)C1=CC=CC=C1.[C-]1(C=CC=C1)P(C1=CC=CC=C1)C1=CC=CC=C1.[Fe+2] (1,1'-bis(diphenylphosphino)ferrocene). The solvent is CCOC(=O)C (EtOAc). Reaction conditions: temperature 90 celsius. Yields the product COC(C1=CC(=CC(=C1)[N+](=O)[O-])OC)OC (3-Methoxy-5-nitro-benzaldehyde dimethyl acetal). Yield: 35.3%. As a reaction SMILES: [CH3:1][O:2][CH:3]([O:23][CH3:24])[C:4]1[CH:9]=[C:8]([N+:10]([O-:12])=[O:11])[C:7](OS(C(F)(F)F)(=O)=O)=[C:6]([O:21][CH3:22])[CH:5]=1.C([O-])(=O)C.CC#N>CCOC(C)=O.C1(P(C2C=CC=CC=2)[C-]2C=CC=C2)C=CC=CC=1.[C-]1(P(C2C=CC=CC=2)C2C=CC=CC=2)C=CC=C1.[Fe+2]>[CH3:24][O:23][CH:3]([O:2][CH3:1])[C:4]1[CH:9]=[C:8]([N+:10]([O-:12])=[O:11])[CH:7]=[C:6]([O:21][CH3:22])[CH:5]=1 |f:4.5.6|. Procedure: 5-Nitrophenyl triflate 26 (7 g, 18.7 mmol), palldium (II) acetate (88 mg, 0.39 mmol), 1,1'-bis(diphenylphosphino)ferrocene (430 mg, 0.78 mmol) and hplc grade CH3CN (10 ml) were mixed well in a teflon-linked stainless steel bomb. After adding freshly made, pulverized proton sponge formate (5.1 g, 19.6 mmol), the bomb was sealed and heated at 90° C. for 2 h. The reaction mixture was taken up in EtOAc, passed through a silica gel plug, and then purified on a silica gel column, eluting with 0-30% Et... Reactants: CS(=O)(=O)NC1=CC2=C(NC(=NS2(=O)=O)CC(=O)O)C=C1 ((7-Methanesulfonylamino-1,1-dioxo-1,4-dihydro-1λ6-benzo[1,2,4]thiadiazin-3-yl)-acetic acid), Cl.CN(CCCN=C=NCC)C (1-(3-dimethylaminopropyl)-3-ethylcarbodiimide hydrochloride), CN1CCOCC1 (N-methylmorpholine), C(C)OC(=O)C1C(CCC1)NC (2-Methylamino-cyclopentanecarboxylic acid ethyl ester), Cl (hydrochloric acid). Run in CN(C=O)C (N,N-dimethylformamide). Run at temperature 25 celsius, time 5 hour. Product: crude product, C(C)OC(=O)C1C(CCC1)N(C)C(CC1=NS(C2=C(N1)C=CC(=C2)NS(=O)(=O)C)(=O)=O)=O (2-{[2-(7-methanesulfonylamino-1,1-dioxo-1,4-dihydro-1λ6-benzo[1,2,4]thiadiazin-3-yl)-acetyl]-methyl-amino}-cyclopentanecarboxylic acid ethyl ester). RXN SMILES: [CH3:1][S:2]([NH:5][C:6]1[CH:21]=[CH:20][C:9]2[NH:10][C:11]([CH2:16][C:17]([OH:19])=O)=[N:12][S:13](=[O:15])(=[O:14])[C:8]=2[CH:7]=1)(=[O:4])=[O:3].[CH2:22]([O:24][C:25]([CH:27]1[CH2:31][CH2:30][CH2:29][CH:28]1[NH:32][CH3:33])=[O:26])[CH3:23].Cl.CN(C)CCCN=C=NCC.CN1CCOCC1.Cl>CN(C)C=O>[CH2:22]([O:24][C:25]([CH:27]1[CH2:31][CH2:30][CH2:29][CH:28]1[N:32]([C:17](=[O:19])[CH2:16][C:11]1[NH:10][C:9]2[CH:20]=[CH:21][C:6]([NH:5][S:2]([CH3:1])(=[O:3])=[O:4])=[CH:7][C:8]=2[S:13](=[O:14])(=[O:15])[N:12]=1)[CH3:33])=[O:26])[CH3:23] |f:2.3|. Procedure details: (7-Methanesulfonylamino-1,1-dioxo-1,4-dihydro-1λ6-benzo[1,2,4]thiadiazin-3-yl)-acetic acid (prepared as described in Example 1j, 0.1665 g, 0.5 mmol) was dissolved in anhydrous N,N-dimethylformamide (3 mL). 2-Methylamino-cyclopentanecarboxylic acid ethyl ester (0.0856 g, 0.5 mmol) was added followed by 1-(3-dimethylaminopropyl)-3-ethylcarbodiimide hydrochloride (0.1003 g, 0.525 mmol). Then N-methylmorpholine (115 μL, 1.05 mmol) was added. The mixture was stirred at 25° C. for 5 h. The solution wa... The reactants are CC(C=C(Br)Br)(C)C1=CC=C(C=C1)OC (4-(1,1-Dimethyl-3,3-dibromo-2-propenyl)anisole), ClC(=O)OC (ClCO2Me), CC(C#CC)(C)C1=CC=C(C=C1)OC (4-(1,1-Dimethyl-2-butynyl)anisole). Product: CC(C#CC(=O)OC)(C)C1=CC=C(C=C1)OC (4-(1,1-Dimethyl-3-methoxycarbonyl-2-propynyl)anisole). RXN SMILES: [CH3:1][C:2]([C:8]1[CH:13]=[CH:12][C:11]([O:14][CH3:15])=[CH:10][CH:9]=1)([CH3:7])[CH:3]=[C:4](Br)Br.Cl[C:17]([O:19][CH3:20])=[O:18].CC(C1C=CC(OC)=CC=1)(C)C#CC>>[CH3:1][C:2]([C:8]1[CH:13]=[CH:12][C:11]([O:14][CH3:15])=[CH:10][CH:9]=1)([CH3:7])[C:3]#[C:4][C:17]([O:19][CH3:20])=[O:18]. Procedure details: This compound was prepared from Compound 53 and ClCO2Me in the same manner of Compound 54.